This data is from the Open Reaction Database (ORD), a public repository of structured organic reaction records. The task is: describe an organic reaction: reactants, conditions, products, and yield The reactants are OC1=CC(=NC=2N1C(=NN2)S)C(=O)OC (5-hydroxy-3-mercapto-7-methoxycarbonyl-s-triazolo[4,3-a]pyrimidine), [OH-].[K+] (potassium hydroxide). The solvent is O (water). Product: C(=O)(O)C1=NC=2N(C(=C1)O)C(=NN2)S (7-carboxy-5-hydroxy-3-mercapto-s-triazolo[4,3-a]pyrimidine). The yield is 92.4%. As a reaction SMILES: [OH:1][C:2]1[N:7]2[C:8]([SH:11])=[N:9][N:10]=[C:6]2[N:5]=[C:4]([C:12]([O:14]C)=[O:13])[CH:3]=1.[OH-].[K+]>O>[C:12]([C:4]1[CH:3]=[C:2]([OH:1])[N:7]2[C:8]([SH:11])=[N:9][N:10]=[C:6]2[N:5]=1)([OH:14])=[O:13] |f:1.2|. Procedure details: The product obtained in Step 1 (4.5 g) was added to a solution of 1.7 g potassium hydroxide in 50 ml water, and the mixture was refluxed for two hours. After cooling to room temperature, the solution was washed with 50 ml of ethyl acetate, the pH was adjusted to 1.0 with hydrochloric acid, and the formed crystals were collected by filtration, affording 3.9 g of the objective compound.